This data is from the Open Reaction Database (ORD), a public repository of structured organic reaction records. The task is: describe an organic reaction: reactants, conditions, products, and yield The reactants are C(C)(=O)O.Br (hydrogen bromide acetic acid), C(C1=CC=CC=C1)OC(=O)NC(C(=O)N)=CC(C)C (2-(benzyloxycarbonyl)aminoisopropyl acrylamide). Run at time 2 hour. The product is NC(C(=O)N)=CC(C)C (2-aminoisopropyl acrylamide). As a reaction SMILES: C(O)(=O)C.Br.C(OC([NH:16][C:17](=[CH:21][CH:22]([CH3:24])[CH3:23])[C:18]([NH2:20])=[O:19])=O)C1C=CC=CC=1>>[NH2:16][C:17](=[CH:21][CH:22]([CH3:24])[CH3:23])[C:18]([NH2:20])=[O:19] |f:0.1|. Procedure details: In a hydrogen bromide acetic acid solution was dispersed 1 g of the 2-(benzyloxycarbonyl)aminoisopropyl acrylamide synthesized in Example 8 and stirred for two hours. After hydrogen bromide and acetic acid were thoroughly distilled off, water was added to the residue. The protective group benzyl bromide eliminated with the use of ether was removed by extraction and subsequently, the aqueous layer was concentrated. Methanol was added to the residue and stirred for two hours. Only the methanol lay...